From a dataset of the Open Reaction Database (ORD), a public repository of structured organic reaction records. describe an organic reaction: reactants, conditions, products, and yield RXN SMILES: [CH3:1][N:2]([CH3:57])[C:3]1[S:4][C:5]([S:8]([NH:11][C@H:12]2[CH2:16][CH2:15][N:14]([C@H:17]([CH2:23][C:24]3[CH:25]=[C:26]4[C:31](=[CH:32][C:33]=3[O:34][CH3:35])[C:30]([NH:36]C(C3C=CC=CC=3)(C3C=CC=CC=3)C3C=CC=CC=3)=[N:29][CH:28]=[CH:27]4)[C:18]([O:20][CH2:21][CH3:22])=[O:19])[C:13]2=[O:56])(=[O:10])=[O:9])=[CH:6][N:7]=1.[Cl:58]CCl>O1CCOCC1.Cl>[ClH:58].[CH2:21]([O:20][C:18](=[O:19])[C@H:17]([N:14]1[CH2:15][CH2:16][C@H:12]([NH:11][S:8]([C:5]2[S:4][C:3]([N:2]([CH3:1])[CH3:57])=[N:7][CH:6]=2)(=[O:9])=[O:10])[C:13]1=[O:56])[CH2:23][C:24]1[CH:25]=[C:26]2[C:31](=[CH:32][C:33]=1[O:34][CH3:35])[C:30]([NH2:36])=[N:29][CH:28]=[CH:27]2)[CH3:22] |f:4.5|. Run at temperature 0 celsius, time 18 hour. Starting materials: solution, CN(C=1SC(=CN1)S(=O)(=O)N[C@@H]1C(N(CC1)[C@@H](C(=O)OCC)CC=1C=C2C=CN=C(C2=CC1OC)NC(C1=CC=CC=C1)(C1=CC=CC=C1)C1=CC=CC=C1)=O)C (ethyl (2R)-2-[(3S)-3-(2-(dimethylamino)thiazol-5-ylsulphonylamino)-2-oxopyrrolidin-1-yl]-3-(7-methoxy-1-(tritylamino)isoquinolin-6-yl)propanoate), ClCCl (dichloromethane), ClCCl (dichloromethane). Product: Cl.C(C)OC([C@@H](CC=1C=C2C=CN=C(C2=CC1OC)N)N1C([C@H](CC1)NS(=O)(=O)C1=CN=C(S1)N(C)C)=O)=O ((R)-3-(1-Amino-7-methoxy-isoquinolin-6-yl)-2-[(S)-3-(2-dimethylamino-thiazole-5-sulfonylamino)-2-oxo-pyrrolidin-1-yl]-propionic acid ethyl ester hydrochloride). The solvent is O1CCOCC1 (dioxane), Cl (hydrochloric acid), solution, Cl (hydrochloric acid), O1CCOCC1 (dioxane). Procedure: The ethyl (2R)-2-[(3S)-3-(2-(dimethylamino)thiazol-5-ylsulphonylamino)-2-oxopyrrolidin-1-yl]-3-(7-methoxy-1-(tritylamino)isoquinolin-6-yl)propanoate obtained above (0.35 g, 0.44 mmol) is dissolved in 5 ml of dichloromethane. The medium is cooled to 0° C. and 0.5 ml of a 4N solution of hydrochloric acid in dioxane is added. The medium is stirred at 20° C. for 18 h. It is concentrated to dryness and the residue is triturated from ether and filtered off. It is purified on a column of silica (40 g, ... Reactants: C1CCOC1, CO, COC(=O)CCc1ccc(S(=O)(=O)CCc2c(CCNS(=O)(=O)Cc3ccc(Cl)c(Cl)c3)n(C(c3ccccc3)c3ccccc3)c3ccc(Cl)cc23)cc1, Cl, [Na+], [OH-], O. Yields the product O=C(O)CCc1ccc(S(=O)(=O)CCc2c(CCNS(=O)(=O)Cc3ccc(Cl)c(Cl)c3)n(C(c3ccccc3)c3ccccc3)c3ccc(Cl)cc23)cc1. As a reaction SMILES: [CH2:59]1[O:60][CH2:61][CH2:62][CH2:63]1.[CH3:64][OH:65].[CH:1]([c:2]1[cH:3][cH:4][cH:5][cH:6][cH:7]1)([c:8]1[cH:9][cH:10][cH:11][cH:12][cH:13]1)[n:14]1[c:15]([CH2:41][CH2:42][NH:43][S:44](=[O:45])(=[O:46])[CH2:47][c:48]2[cH:49][c:50]([Cl:55])[c:51]([Cl:54])[cH:52][cH:53]2)[c:16]([CH2:24][CH2:25][S:26](=[O:27])(=[O:28])[c:29]2[cH:30][cH:31][c:32]([CH2:35][CH2:36][C:37](=[O:38])[O:39][CH3:40])[cH:33][cH:34]2)[c:17]2[cH:18][c:19]([Cl:23])[cH:20][cH:21][c:22]12.[ClH:58].[Na+:57].[OH-:56].[OH2:66]>>[CH:1]([c:2]1[cH:3][cH:4][cH:5][cH:6][cH:7]1)([c:8]1[cH:9][cH:10][cH:11][cH:12][cH:13]1)[n:14]1[c:15]([CH2:41][CH2:42][NH:43][S:44](=[O:45])(=[O:46])[CH2:47][c:48]2[cH:49][c:50]([Cl:55])[c:51]([Cl:54])[cH:52][cH:53]2)[c:16]([CH2:24][CH2:25][S:26](=[O:27])(=[O:28])[c:29]2[cH:30][cH:31][c:32]([CH2:35][CH2:36][C:37](=[O:38])[OH:39])[cH:33][cH:34]2)[c:17]2[cH:18][c:19]([Cl:23])[cH:20][cH:21][c:22]12.